From a dataset of the Open Reaction Database (ORD), a public repository of structured organic reaction records. describe an organic reaction: reactants, conditions, products, and yield Starting materials: [N-]=[N+]=[N-].[Na+] (sodium azide), C(C)(C)(C)O (tert-butanol), FC1=CC=C(COC2=CC=C(C=C2)N2CC(CC2=O)C(=O)O)C=C1 ((RS)-1-[4-(4-fluoro-benzyloxy)-phenyl]-5-oxo-pyrrolidine-3-carboxylic acid), CN1CCOCC1 (N-methylmorpholine), ClC(=O)OCC(C)C (isobutyl chloroformate). Solvent: C1(=CC=CC=C1)C (toluene), O (water), O1CCCC1 (tetrahydrofurane). Run at temperature -10 celsius, time 3 minute. Product: C(C)(C)(C)OC(NC1CN(C(C1)=O)C1=CC=C(C=C1)OCC1=CC=C(C=C1)F)=O ((RS)-{1-[4-(4-fluoro-benzyloxy)-phenyl]-5-oxo-pyrrolidin-3-yl}-carbamic acid tert-butyl ester). Yield: 76.7%. Reaction SMILES: [F:1][C:2]1[CH:24]=[CH:23][C:5]([CH2:6][O:7][C:8]2[CH:13]=[CH:12][C:11]([N:14]3[C:18](=[O:19])[CH2:17][CH:16](C(O)=O)[CH2:15]3)=[CH:10][CH:9]=2)=[CH:4][CH:3]=1.C[N:26]1[CH2:31]COCC1.ClC(OCC(C)C)=[O:34].[N-]=[N+]=[N-].[Na+].[C:44]([OH:48])([CH3:47])([CH3:46])[CH3:45]>O1CCCC1.O.C1(C)C=CC=CC=1>[C:44]([O:48][C:31](=[O:34])[NH:26][CH:16]1[CH2:17][C:18](=[O:19])[N:14]([C:11]2[CH:12]=[CH:13][C:8]([O:7][CH2:6][C:5]3[CH:4]=[CH:3][C:2]([F:1])=[CH:24][CH:23]=3)=[CH:9][CH:10]=2)[CH2:15]1)([CH3:47])([CH3:46])[CH3:45] |f:3.4|. Procedure: A solution of 5.16 g (15.7 mmol) of (RS)-1-[4-(4-fluoro-benzyloxy)-phenyl]-5-oxo-pyrrolidine-3-carboxylic acid in 70 ml of tetrahydrofurane is treated with 1.76 ml (15.7 mmol) of N-methylmorpholine. Thereafter, the reaction mixture is cooled to −10° C. and 2.08 ml (15.7 mmol) of isobutyl chloroformate are added. After stirring for 3 min, a solution of 2.06 g (31.3 mmol) of sodium azide in 10 ml of water are added while the temperature rises to 0° C. After stirring for 45 min at 0° C., the suspen... Reactants: FC1=CC=C(C=O)C=C1 (4-fluorobenzaldehyde), Cl.S(N)(=O)(=O)C1=CC=C(C=C1)NN (4-sulfamyl-phenylhydrazine hydrochloride). The product is S(N)(=O)(=O)C1=CC=C(C=C1)NN=CC1=CC=C(C=C1)F (4-Fluorobenzaldehyde-4-sulfamylphenylhydrazone). Isolated yield 58.0%. RXN SMILES: [F:1][C:2]1[CH:9]=[CH:8][C:5]([CH:6]=O)=[CH:4][CH:3]=1.Cl.[S:11]([C:15]1[CH:20]=[CH:19][C:18]([NH:21][NH2:22])=[CH:17][CH:16]=1)(=[O:14])(=[O:13])[NH2:12]>>[S:11]([C:15]1[CH:16]=[CH:17][C:18]([NH:21][N:22]=[CH:6][C:5]2[CH:8]=[CH:9][C:2]([F:1])=[CH:3][CH:4]=2)=[CH:19][CH:20]=1)(=[O:14])(=[O:13])[NH2:12] |f:1.2|. Procedure details: A solution of 4-fluorobenzaldehyde (5 mmol) and 4-sulfamyl-phenylhydrazine hydrochloride was subjected to the General Procedure. The title compound, melting point 205–206° C., was obtained in 58% yield. Reactants: COc1cccc(C2OCC(C)(C)C2(O)C(C)(C)C)c1, C1CCOC1, [Cl-], [Na+], O=C1CCC(=O)N1Br, O. Product: COc1cc(C2OCC(C)(C)C2(O)C(C)(C)C)ccc1Br. RXN SMILES: [C:1]([CH3:2])([CH3:3])([CH3:4])[C:5]1([OH:20])[CH:6]([c:12]2[cH:13][c:14]([O:18][CH3:19])[cH:15][cH:16][cH:17]2)[O:7][CH2:8][C:9]1([CH3:10])[CH3:11].[CH2:21]1[O:22][CH2:23][CH2:24][CH2:25]1.[Cl-:35].[Na+:34].[O:26]=[C:27]1[N:28]([Br:33])[C:29](=[O:30])[CH2:31][CH2:32]1.[OH2:36]>>[C:1]([CH3:2])([CH3:3])([CH3:4])[C:5]1([OH:20])[CH:6]([c:12]2[cH:13][c:14]([O:18][CH3:19])[c:15]([Br:33])[cH:16][cH:17]2)[O:7][CH2:8][C:9]1([CH3:10])[CH3:11].